This data is from the Open Reaction Database (ORD), a public repository of structured organic reaction records. The task is: describe an organic reaction: reactants, conditions, products, and yield The product is NCC(CN(CC1=CC=CC=C1)C(C)(C)C)O (1-amino-3-(N-benzyl tert-butylamino)-2-propanol). Isolated yield 78.0%. Reaction SMILES: Cl.COC1C=C(C=C(OC)C=1OC)C([NH:9][CH2:10][CH:11]([OH:25])[CH2:12][N:13]([C:21]([CH3:24])([CH3:23])[CH3:22])[CH2:14][C:15]1[CH:20]=[CH:19][CH:18]=[CH:17][CH:16]=1)=O.COC1C=C(C=C(OC)C=1OC)C(Cl)=O>>[NH2:9][CH2:10][CH:11]([OH:25])[CH2:12][N:13]([C:21]([CH3:23])([CH3:22])[CH3:24])[CH2:14][C:15]1[CH:16]=[CH:17][CH:18]=[CH:19][CH:20]=1 |f:0.1|. Reported procedure: 1-(3,4,5-trimethoxy benzamido)-3-(N-benzyl tert-butylamino)-2-propanol hydrochloride, starting from 7.8 g (0.034 mole) of 3,4,5-trimethoxy benzoyl chloride and 8 g (0.034 mole) of 1-amino-3-(N-benzyl tert-butylamino)-2-propanol (yield 78 %). Reactants: Cl.COC=1C=C(C(=O)NCC(CN(CC2=CC=CC=C2)C(C)(C)C)O)C=C(C1OC)OC (1-(3,4,5-trimethoxy benzamido)-3-(N-benzyl tert-butylamino)-2-propanol hydrochloride), COC=1C=C(C(=O)Cl)C=C(C1OC)OC (3,4,5-trimethoxy benzoyl chloride).